describe an organic reaction: reactants, conditions, products, and yield From a dataset of the Open Reaction Database (ORD), a public repository of structured organic reaction records. Reactants: C(=O)N1C(CC1)(C)C (1-formyl-2,2-dimethylazetidine), C(=O)N1C(CC1)(OC)OC (1-formyl-2,2-dimethoxyazetidine). The reagents and catalysts are F[B-](F)(F)F.C[N+](C)(C)C (tetramethylammonium tetrafluoroborate). The solvent is CO (methanol). Product: C(=O)N1C(CC1OC)(C)C (1-formyl-4-methoxy-2,2-dimethylazetidine). RXN SMILES: [CH:1]([N:3]1[CH2:6][CH2:5][C:4]1([CH3:8])[CH3:7])=[O:2].[CH:9](N1CCC1(OC)OC)=[O:10]>F[B-](F)(F)F.C[N+](C)(C)C.CO>[CH:1]([N:3]1[CH:6]([O:10][CH3:9])[CH2:5][C:4]1([CH3:8])[CH3:7])=[O:2] |f:2.3|. Procedure: In the same manner as indicated in Example 6 there are electrolyzed 19.3 g of 1-formyl-2,2-dimethylazetidine and 54.7 g of methanol in the presence of 0.27 g of tetramethylammonium tetrafluoroborate as conducting salt. After throughput of 2.5 Faraday per mol of 1-formyl-2,2-dimethoxyazetidine the current is switched off. The calculated mean cell voltage is 32.6 volts. Work-up of the electrolysis solution gives 12.2 g of 1-formyl-4-methoxy-2,2-dimethylazetidine (boiling point 52° C./0.26 mbar; nD... Reaction SMILES: [Br:23][N:24]1[C:25](=[O:26])[CH2:27][CH2:28][C:29]1=[O:30].[CH2:1]([CH3:2])[O:3][C:4]([CH2:5][C:6]([CH2:7][CH2:8][CH3:9])=[O:10])=[O:11].[CH2:37]([O:38][CH2:39][CH3:40])[CH3:41].[CH3:31][CH2:32][O:33][C:34](=[O:35])[CH3:36].[Cl+3:12]([O-:13])([O-:14])([O-:15])[O-:16].[Cl+3:18]([O-:19])([O-:20])([O-:21])[O-:22].[Mg+2:17]>>[CH2:1]([CH3:2])[O:3][C:4]([CH:5]([C:6]([CH2:7][CH2:8][CH3:9])=[O:10])[Br:23])=[O:11]. Starting materials: O=C1CCC(=O)N1Br, CCCC(=O)CC(=O)OCC, CCOCC, CCOC(C)=O, [O-][Cl+3]([O-])([O-])[O-], [O-][Cl+3]([O-])([O-])[O-], [Mg+2]. The product is CCCC(=O)C(Br)C(=O)OCC. Starting materials: OBO, Nc1ccc(Cc2ccccc2)cc1Br, O=[N+]([O-])c1ccccc1. Yields the product Nc1ccc(Cc2ccccc2)cc1-c1cccc([N+](=O)[O-])c1. As a reaction SMILES: [BH:16]([OH:17])[OH:18].[CH2:1]([c:2]1[cH:3][cH:4][cH:5][cH:6][cH:7]1)[c:8]1[cH:9][c:10]([Br:15])[c:11]([NH2:12])[cH:13][cH:14]1.[N+:19](=[O:20])([O-:21])[c:22]1[cH:23][cH:24][cH:25][cH:26][cH:27]1>>[CH2:1]([c:2]1[cH:3][cH:4][cH:5][cH:6][cH:7]1)[c:8]1[cH:9][c:10](-[c:26]2[cH:25][cH:24][cH:23][c:22]([N+:19](=[O:20])[O-:21])[cH:27]2)[c:11]([NH2:12])[cH:13][cH:14]1.